Task: describe an organic reaction: reactants, conditions, products, and yield. Dataset: the Open Reaction Database (ORD), a public repository of structured organic reaction records The reactants are CCOC(=O)c1sccc1C(F)F, CCO, [Na+], C1CCOC1, [OH-]. Yields the product O=C(O)c1sccc1C(F)F. RXN SMILES: [CH2:1]([CH3:2])[O:3][C:4](=[O:5])[c:6]1[s:7][cH:8][cH:9][c:10]1[CH:11]([F:12])[F:13].[CH3:14][CH2:15][OH:16].[Na+:23].[O:17]1[CH2:18][CH2:19][CH2:20][CH2:21]1.[OH-:22]>>[O:3]=[C:4]([OH:5])[c:6]1[s:7][cH:8][cH:9][c:10]1[CH:11]([F:12])[F:13]. Reactants: C(=O)(OC(C)(C)C)N1C[C@H](CC1)O ((S)-1-Boc-3-pyrrolidinol), CS(=O)(=O)Cl (methanesulfonyl chloride), O (Water). Solvent: C1CCOC1 (THF). Reaction conditions: time 1 hour. Product: C(C)(C)(C)OC(=O)N1C[C@H](CC1)OS(=O)(=O)C ((S)-3-Methanesulfonyloxy-pyrrolidine-1-carboxylic acid tert-butyl ester). RXN SMILES: [C:1]([N:8]1[CH2:12][CH2:11][C@H:10]([OH:13])[CH2:9]1)([O:3][C:4]([CH3:7])([CH3:6])[CH3:5])=[O:2].[CH3:14][S:15](Cl)(=[O:17])=[O:16].O>C1COCC1>[C:4]([O:3][C:1]([N:8]1[CH2:12][CH2:11][C@H:10]([O:13][S:15]([CH3:14])(=[O:17])=[O:16])[CH2:9]1)=[O:2])([CH3:7])([CH3:6])[CH3:5]. Procedure: To 3.44 g (187 mmol) (S)-1-Boc-3-pyrrolidinol in 15 ml THF are added 1.70 mL (21.6 mmol) of methanesulfonyl chloride at 0° C. The reaction mixture is stirred for 1 h. Water is added and it is extracted with EtOAc (3×). The organic layer is washed with an aq. NaHCO3 solution and dried over MgSO4. The solvent is removed in vacuo. Starting materials: CCOC(C)=O, COC(=O)c1cc2ccc([N+](=O)[O-])cc2[nH]1, CO. Product: COC(=O)c1cc2ccc(N)cc2[nH]1. As a reaction SMILES: [CH2:17]([O:18][C:19](=[O:20])[CH3:21])[CH3:22].[CH3:1][O:2][C:3](=[O:4])[c:5]1[nH:6][c:7]2[cH:8][c:9]([N+:14]([O-:15])=[O:16])[cH:10][cH:11][c:12]2[cH:13]1.[CH3:23][OH:24]>>[CH3:1][O:2][C:3](=[O:4])[c:5]1[nH:6][c:7]2[cH:8][c:9]([NH2:14])[cH:10][cH:11][c:12]2[cH:13]1. The reactants are C(#N)C1=CC=C(S1)C=1C=C2C(=C(C=NC2=CC1)C(=O)C1CC1)N[C@@H]1CC[C@H](CC1)NC(OC(C)(C)C)=O (tert-butyl trans-4-[6-(5-cyanothiophen-2-yl)-3-(cyclopropane carbonyl)quinolin-4-ylamino]cyclohexylcarbamate), C(=O)(C(F)(F)F)O (TFA). The product is N[C@@H]1CC[C@H](CC1)NC1=C(C=NC2=CC=C(C=C12)C1=CC=C(S1)C#N)C(=O)C1CC1 (5-{4-[trans-4-Aminocyclohexylamino]-3-(cyclopropanecarbonyl)quinolin-6-yl}thiophene-2-carbonitrile). The yield is 67.4%. Reaction SMILES: [C:1]([C:3]1[S:7][C:6]([C:8]2[CH:9]=[C:10]3[C:15](=[CH:16][CH:17]=2)[N:14]=[CH:13][C:12]([C:18]([CH:20]2[CH2:22][CH2:21]2)=[O:19])=[C:11]3[NH:23][C@H:24]2[CH2:29][CH2:28][C@H:27]([NH:30]C(=O)OC(C)(C)C)[CH2:26][CH2:25]2)=[CH:5][CH:4]=1)#[N:2].C(O)(C(F)(F)F)=O>>[NH2:30][C@H:27]1[CH2:28][CH2:29][C@H:24]([NH:23][C:11]2[C:10]3[C:15](=[CH:16][CH:17]=[C:8]([C:6]4[S:7][C:3]([C:1]#[N:2])=[CH:4][CH:5]=4)[CH:9]=3)[N:14]=[CH:13][C:12]=2[C:18]([CH:20]2[CH2:21][CH2:22]2)=[O:19])[CH2:25][CH2:26]1. Procedure details: Following general procedure A-2, tert-butyl trans-4-[6-(5-cyanothiophen-2-yl)-3-(cyclopropane carbonyl)quinolin-4-ylamino]cyclohexylcarbamate (24 mg, 0.047 mmol) was reacted with TFA (2 mL) to afford the desired product (13.2 mg, 32%) as a yellow solid: 1H NMR (500 MHz, CD3OD) δ 9.25 (s, 1H), 8.54 (s, 1H), 8.27 (d, J=8.6 Hz, 1H), 7.98 (d, J=8.8 Hz, 1H), 7.85 (d, J=4.0 Hz, 1H), 7.70 (d, J=4.0 Hz, 1H), 4.28 (s, 1H), 3.28-3.25 (m, 1H), 2.89-2.83 (m, 1H), 2.42 (d, J=12.8 Hz, 2H), 2.23 (d, J=12.2 Hz,... Reactants: C1C=CCC2C(C3=CC=CC=C3C(C12)=O)=O (1,4,4a,9a-tetrahydro-anthraquinone). The reagents and catalysts are [Pd] (palladium). Run in C1(=CC=CC=C1)C (toluene). The product is C1CCCC2=C(C3=CC=CC=C3C(=C12)O)O (1,2,3,4-tetrahydro-9,10-anthracene-diol), C1CCCC2C(C3=CC=CC=C3C(C12)=O)=O (1,2,3,4,4a,9a-hexahydro-9,10-anthracene-dione). As a reaction SMILES: [CH2:1]1[CH:14]2[CH:5]([C:6](=[O:16])[C:7]3[C:12]([C:13]2=[O:15])=[CH:11][CH:10]=[CH:9][CH:8]=3)[CH2:4][CH:3]=[CH:2]1>[Pd].C1(C)C=CC=CC=1>[CH2:4]1[C:5]2[C:14](=[C:13]([OH:15])[C:12]3[C:7]([C:6]=2[OH:16])=[CH:8][CH:9]=[CH:10][CH:11]=3)[CH2:1][CH2:2][CH2:3]1.[CH2:4]1[CH:5]2[CH:14]([C:13](=[O:15])[C:12]3[C:7]([C:6]2=[O:16])=[CH:8][CH:9]=[CH:10][CH:11]=3)[CH2:1][CH2:2][CH2:3]1. Procedure: The operation is as in Example 1, except for using 63.6 g of 1,4,4a,9a-tetrahydro-anthraquinone, 150 cc of toluene and 0.4 g of palladium catalyst. After 3 hours at 80° C. under 100 bars pressure, 7 g of 1,2,3,4-tetrahydro-9,10-anthracene-diol and 57 g of 1,2,3,4,4a,9a-hexahydro-9,10-anthracene-dione are obtained. Starting materials: Cl (hydrochloric acid), S(=O)(=O)([O-])[O-].[NH4+].[NH4+] (ammonium sulfate), P(=O)([O-])([O-])[O-] (phosphate), ClC=1C(C([C@@H](C1)C=CCCCCCC)=CCCCCC(OC)=C=O)=O ((4R)-2-chloro-4-(1-octenyl)-5-(6-methoxy-carbonylhexylidene)-2-cyclopentenone), aqueous solution. The solvent is CC(=O)C (acetone). Run at time 100 hour. Yields the product ClC=1C(C([C@@H](C1)C=CCCCCCC)=CCCCCCC(=O)O)=O ((4R)-2-chloro-4-(1-octenyl)-5-(6-carboxyhexylidene)-2-cyclopentenone). The yield is 68.0%. As a reaction SMILES: P([O-])([O-])([O-])=O.[Cl:6][C:7]1[C:8](=[O:30])[C:9](=[CH:20][CH2:21][CH2:22][CH2:23][CH2:24][C:25](=[C:28]=[O:29])OC)[C@H:10]([CH:12]=[CH:13][CH2:14][CH2:15][CH2:16][CH2:17][CH2:18][CH3:19])[CH:11]=1.Cl.S([O-])([O-])(=O)=[O:33].[NH4+].[NH4+]>CC(C)=O>[Cl:6][C:7]1[C:8](=[O:30])[C:9](=[CH:20][CH2:21][CH2:22][CH2:23][CH2:24][CH2:25][C:28]([OH:29])=[O:33])[C@H:10]([CH:12]=[CH:13][CH2:14][CH2:15][CH2:16][CH2:17][CH2:18][CH3:19])[CH:11]=1 |f:3.4.5|. Reported procedure: 450 ml of 0.1M phosphate buffer (pH8) was added to a solution of 734 mg (2.0 mmol) of (4R)-2-chloro-4-(1-octenyl)-5-(6-methoxy-carbonylhexylidene)-2-cyclopentenone in 45 ml of acetone, and then 45 ml of an aqueous solution of pig liver esterase was added. The mixture was stirred at 30°-35° C. for 100 hours. 0.1N hydrochloric acid was added to the reaction mixture to adjust its pH to 4, and then the mixture was saturated with ammonium sulfate. It was filtered, and then extracted with ethyl acetat... Procedure details: A mixture of 5.9 g. of p-aminobenzonitrile and 10.9 g. of p-n-octylbenzaldehyde in 100 ml. of benzene is treated with 150 ml. of p-toluenesulfonic acid and reacted as described in Example 1. After evaporation, there remain 16.5 g. of a yellow oil which crystallizes with cooling. Purification is carried out by several recrystallizations from isopropanol as described in Example 1. The p-[(p-n-octylbenzyliden)amino]benzonitrile which is obtained has a melting point of 32.5°-32.8° C. and a clearing ... The reactants are NC1=CC=C(C#N)C=C1 (p-aminobenzonitrile), C(CCCCCCC)C1=CC=C(C=O)C=C1 (p-n-octylbenzaldehyde), C1(=CC=C(C=C1)S(=O)(=O)O)C (p-toluenesulfonic acid). Yields the product C(CCCCCCC)C1=CC=C(C=NC2=CC=C(C#N)C=C2)C=C1 (p-[(p-n-octylbenzyliden)amino]benzonitrile). Run in C1=CC=CC=C1 (benzene). RXN SMILES: [NH2:1][C:2]1[CH:9]=[CH:8][C:5]([C:6]#[N:7])=[CH:4][CH:3]=1.[CH2:10]([C:18]1[CH:25]=[CH:24][C:21]([CH:22]=O)=[CH:20][CH:19]=1)[CH2:11][CH2:12][CH2:13][CH2:14][CH2:15][CH2:16][CH3:17].C1(C)C=CC(S(O)(=O)=O)=CC=1>C1C=CC=CC=1>[CH2:10]([C:18]1[CH:25]=[CH:24][C:21]([CH:22]=[N:1][C:2]2[CH:9]=[CH:8][C:5]([C:6]#[N:7])=[CH:4][CH:3]=2)=[CH:20][CH:19]=1)[CH2:11][CH2:12][CH2:13][CH2:14][CH2:15][CH2:16][CH3:17].